Dataset: the Open Reaction Database (ORD), a public repository of structured organic reaction records. Task: describe an organic reaction: reactants, conditions, products, and yield Reactants: CC(=O)OC(C)(C)Cc1ccc([N+](=O)[O-])cc1, CO. Yields the product CC(C)(O)Cc1ccc([N+](=O)[O-])cc1. Reaction SMILES: [C:1](=[O:2])([CH3:3])[O:4][C:5]([CH2:6][c:7]1[cH:8][cH:9][c:10]([N+:13](=[O:14])[O-:15])[cH:11][cH:12]1)([CH3:16])[CH3:17].[CH3:18][OH:19]>>[OH:4][C:5]([CH2:6][c:7]1[cH:8][cH:9][c:10]([N+:13](=[O:14])[O-:15])[cH:11][cH:12]1)([CH3:16])[CH3:17]. Starting materials: CC(=O)Nc1nc(C)c(-c2ccnc(N3CCOCC3)n2)s1, N=C(N)C1CC1, Cl. Yields the product CC(=O)Nc1nc(C)c(-c2ccnc(C3CC3)n2)s1. As a reaction SMILES: [CH3:1][c:2]1[n:3][c:4]([NH:19][C:20]([CH3:21])=[O:22])[s:5][c:6]1-[c:7]1[n:8][c:9]([N:13]2[CH2:14][CH2:15][O:16][CH2:17][CH2:18]2)[n:10][cH:11][cH:12]1.[CH:24]1([C:27]([NH2:28])=[NH:29])[CH2:25][CH2:26]1.[ClH:23]>>[CH3:1][c:2]1[n:3][c:4]([NH:19][C:20]([CH3:21])=[O:22])[s:5][c:6]1-[c:7]1[n:8][c:9]([CH:24]2[CH2:25][CH2:26]2)[n:10][cH:11][cH:12]1. Starting materials: O=CC=P(c1ccccc1)(c1ccccc1)c1ccccc1, c1ccccc1, O=Cc1cccnc1. Product: O=CC=Cc1cccnc1. Reaction SMILES: [CH:1](=[O:2])[CH:3]=[P:4]([c:5]1[cH:6][cH:7][cH:8][cH:9][cH:10]1)([c:11]1[cH:12][cH:13][cH:14][cH:15][cH:16]1)[c:17]1[cH:18][cH:19][cH:20][cH:21][cH:22]1.[cH:31]1[cH:32][cH:33][cH:34][cH:35][cH:36]1.[n:23]1[cH:24][c:25]([CH:29]=[O:30])[cH:26][cH:27][cH:28]1>>[CH:1](=[O:2])[CH:3]=[CH:29][c:25]1[cH:24][n:23][cH:28][cH:27][cH:26]1.